This data is from the Open Reaction Database (ORD), a public repository of structured organic reaction records. The task is: describe an organic reaction: reactants, conditions, products, and yield Reactants: C(#N)C=1C=CC2=C(C(=CC(O2)(CF)CF)OS(=O)(=O)C(F)(F)F)C1 (6-cyano-4-trifluoromethanesulfonyloxy-2,2-bisfluoromethyl-2H-1-benzopyran), C[Sn](C1=NC=CC=C1)(C)C (2-trimethylstannylpyridine), tris-dibenzylidene acetone chloroform dipalladium, C1(=CC=CC=C1)P(C1=CC=CC=C1)C1=CC=CC=C1 (triphenylphosphine), [Cl-].[Li+] (lithium chloride). Solvent: O1CCCC1 (tetrahydrofuran), CCOCC (ether). Yields the product C(#N)C=1C=CC2=C(C(=CC(O2)(CF)CF)C2=NC=CC=C2)C1 (6-cyano-2,2-bisfluoromethyl-4-(2-pyridyl)-2H-1-benzopyran). Yield: 82.5%. RXN SMILES: [C:1]([C:3]1[CH:4]=[CH:5][C:6]2[O:11][C:10]([CH2:14][F:15])([CH2:12][F:13])[CH:9]=[C:8](OS(C(F)(F)F)(=O)=O)[C:7]=2[CH:24]=1)#[N:2].C[Sn](C)(C)[C:27]1[CH:32]=[CH:31][CH:30]=[CH:29][N:28]=1.C1(P(C2C=CC=CC=2)C2C=CC=CC=2)C=CC=CC=1.[Cl-].[Li+]>CCOCC.O1CCCC1>[C:1]([C:3]1[CH:4]=[CH:5][C:6]2[O:11][C:10]([CH2:12][F:13])([CH2:14][F:15])[CH:9]=[C:8]([C:27]3[CH:32]=[CH:31][CH:30]=[CH:29][N:28]=3)[C:7]=2[CH:24]=1)#[N:2] |f:3.4|. Reported procedure: A mixture of 120 mg of 6-cyano-4-trifluoromethanesulfonyloxy-2,2-bisfluoromethyl-2H-1-benzopyran, 87 mg of 2-trimethylstannylpyridine, 25.4 mg of tris-dibenzylidene acetone chloroform dipalladium (O), 12.8 mg of triphenylphosphine, 110 mg of lithium chloride and 6 ml of dry tetrahydrofuran was refluxed for 6.5 hours. After cooling, ether was added and the mixture was filtered using Celite. After the organic layer of the mother liquor was washed with water and dried, the solvent was distilled off... The reactants are CO, Cl, O=C1OCCc2c1ncc1c2ccn1Cc1ccc(F)cc1, [Na+], [OH-], O. Yields the product O=C(O)c1ncc2c(ccn2Cc2ccc(F)cc2)c1CCO. As a reaction SMILES: [CH3:26][OH:27].[ClH:25].[F:1][c:2]1[cH:3][cH:4][c:5]([CH2:6][n:7]2[cH:8][cH:9][c:10]3[c:11]4[c:12]([n:13][cH:14][c:15]23)[C:16](=[O:20])[O:17][CH2:18][CH2:19]4)[cH:21][cH:22]1.[Na+:24].[OH-:23].[OH2:28]>>[F:1][c:2]1[cH:3][cH:4][c:5]([CH2:6][n:7]2[cH:8][cH:9][c:10]3[c:11]([CH2:19][CH2:18][OH:23])[c:12]([C:16]([OH:17])=[O:20])[n:13][cH:14][c:15]23)[cH:21][cH:22]1.